Dataset: the Open Reaction Database (ORD), a public repository of structured organic reaction records. Task: describe an organic reaction: reactants, conditions, products, and yield Reactants: BrC=1C=C(C=CC1)O (3-bromophenol), COCOC (dimethoxymethane), COCC(C)=O (Methoxyacetone). Run in COCOC=1C=C(C=CC1)[Mg]Br (3-methoxymethoxyphenylmagnesium bromide). Run at time 15 hour. Yields the product COCOC=1C=C(C=CC1)Br (3-Methoxymethoxyphenyl bromide). Reaction SMILES: [Br:1][C:2]1[CH:3]=[C:4]([OH:8])[CH:5]=[CH:6][CH:7]=1.[CH3:9][O:10][CH2:11]OC.COCC(=O)C>COCOC1C=C([Mg]Br)C=CC=1>[CH3:9][O:10][CH2:11][O:8][C:4]1[CH:3]=[C:2]([Br:1])[CH:7]=[CH:6][CH:5]=1. Reported procedure: 3-Methoxymethoxyphenyl bromide was prepared by the reaction of 3-bromophenol and dimethoxymethane using the general procedure described in Synthesis, 1976, 244. Methoxyacetone (4.41 g) was added to a solution of 3-methoxymethoxyphenylmagnesium bromide [prepared from 3-methoxymethoxyphenyl bromide (10.85 g) and magnesium (1.2 g) in tetrahydrofuran (100 ml)]. The mixture was stirred at ambient temperature for 15 hours and then evaporated. The residue was partitioned between ethyl acetate and water... The reactants are CCO, CNC(=O)C=C(c1ccccc1)c1cccc2cc[nH]c12. The product is CNC(=O)CC(c1ccccc1)c1cccc2cc[nH]c12. Reaction SMILES: [CH3:22][CH2:23][OH:24].[nH:1]1[cH:2][cH:3][c:4]2[cH:5][cH:6][cH:7][c:8]([C:10](=[CH:11][C:12](=[O:13])[NH:14][CH3:15])[c:16]3[cH:17][cH:18][cH:19][cH:20][cH:21]3)[c:9]12>>[nH:1]1[cH:2][cH:3][c:4]2[cH:5][cH:6][cH:7][c:8]([CH:10]([CH2:11][C:12](=[O:13])[NH:14][CH3:15])[c:16]3[cH:17][cH:18][cH:19][cH:20][cH:21]3)[c:9]12. The reactants are CCOC(=O)C(C)(C)c1cccc(OCC)c1, CC(=O)O, ClI, O. Reaction SMILES: [CH3:1][C:2]([C:3](=[O:4])[O:5][CH2:6][CH3:7])([c:8]1[cH:9][c:10]([O:14][CH2:15][CH3:16])[cH:11][cH:12][cH:13]1)[CH3:17].[CH3:20][C:21](=[O:22])[OH:23].[I:18][Cl:19].[OH2:24]>>[CH3:1][C:2]([C:3](=[O:4])[O:5][CH2:6][CH3:7])([c:8]1[cH:9][c:10]([O:14][CH2:15][CH3:16])[c:11]([I:18])[cH:12][cH:13]1)[CH3:17]. Product: CCOC(=O)C(C)(C)c1ccc(I)c(OCC)c1.